This data is from the Open Reaction Database (ORD), a public repository of structured organic reaction records. The task is: describe an organic reaction: reactants, conditions, products, and yield Reaction conditions: temperature 130 celsius. Yields the product FC1=C(C(=CC=C1)F)NC(C1=CC(=CC=C1)C=1N=C2N(C=CC=C2)C1C1=NC(=NC=C1)NC1=C(C=C(C=C1)C1CCN(CC1)CCC)OCC)=O (N-(2,6-difluorophenyl)-3-[3-(2-{[2-(ethyloxy)-4-(1-propyl-4-piperidinyl)phenyl]amino}-4-pyrimidinyl)imidazo[1,2-a]pyridin-2-yl]benzamide). Isolated yield 58.9%. Procedure: 3-[3-(2-Chloro-4-pyrimidinyl)imidazo[1,2-a]pyridin-2-yl]-N-(2,6-difluorophenyl)-benzamide (Intermediate Example 1) (100 mg, 0.22 mmol), 2-(2-ethyloxy)-4-(1-propyl-4-piperidinyl)aniline (Example 154, step E) (51 mg, 0.19 mmol), and p-toluenesulfonic acid (98 mg, 0.51 mmol) were weighed into a 20 mL vial. 7 mL of iPrOH was added and the mixture was heated to 130° C. for 48 h. The mixture was transferred to a 50 mL round bottom and neutralized with 3 mL of 0.5 N sodium methoxide. The solvent was ro... Reaction SMILES: Cl[C:2]1[N:7]=[C:6]([C:8]2[N:12]3[CH:13]=[CH:14][CH:15]=[CH:16][C:11]3=[N:10][C:9]=2[C:17]2[CH:18]=[C:19]([CH:31]=[CH:32][CH:33]=2)[C:20]([NH:22][C:23]2[C:28]([F:29])=[CH:27][CH:26]=[CH:25][C:24]=2[F:30])=[O:21])[CH:5]=[CH:4][N:3]=1.[CH3:34][CH2:35][O:36][C:37]1[CH:43]=[C:42]([CH:44]2[CH2:49][CH2:48][N:47]([CH2:50][CH2:51][CH3:52])[CH2:46][CH2:45]2)[CH:41]=[CH:40][C:38]=1[NH2:39].C1(C)C=CC(S(O)(=O)=O)=CC=1.C[O-].[Na+]>C(Cl)Cl.CC(O)C>[F:30][C:24]1[CH:25]=[CH:26][CH:27]=[C:28]([F:29])[C:23]=1[NH:22][C:20](=[O:21])[C:19]1[CH:31]=[CH:32][CH:33]=[C:17]([C:9]2[N:10]=[C:11]3[CH:16]=[CH:15][CH:14]=[CH:13][N:12]3[C:8]=2[C:6]2[CH:5]=[CH:4][N:3]=[C:2]([NH:39][C:38]3[CH:40]=[CH:41][C:42]([CH:44]4[CH2:45][CH2:46][N:47]([CH2:50][CH2:51][CH3:52])[CH2:48][CH2:49]4)=[CH:43][C:37]=3[O:36][CH2:35][CH3:34])[N:7]=2)[CH:18]=1 |f:3.4|. Reactants: ClC1=NC=CC(=N1)C1=C(N=C2N1C=CC=C2)C=2C=C(C(=O)NC1=C(C=CC=C1F)F)C=CC2 (3-[3-(2-Chloro-4-pyrimidinyl)imidazo[1,2-a]pyridin-2-yl]-N-(2,6-difluorophenyl)-benzamide), C[O-].[Na+] (sodium methoxide), CCOC1=C(N)C=CC(=C1)C1CCN(CC1)CCC (2-(2-ethyloxy)-4-(1-propyl-4-piperidinyl)aniline), C1(=CC=C(C=C1)S(=O)(=O)O)C (p-toluenesulfonic acid). Solvent: C(Cl)Cl (DCM), CC(C)O (iPrOH). Starting materials: O (Water), COC=1C=C(C=O)C=CC1N1C=NC(=C1)C (3-methoxy-4-(4-methyl-1H-imidazol-1-yl)benzaldehyde), C(C)OC(C(CCCCl)P(=O)(OCC)OCC)=O (5-chloro-2-(diethoxyphosphoryl)valeric acid ethyl ester), O.[OH-].[Li+] (lithium hydroxide monohydrate). Run in C(C)(=O)OCC (ethyl acetate), C1CCOC1 (THF), C(C)O (ethanol). Reaction conditions: time 8 hour. Product: C(C)OC(/C(/CCCCl)=C/C1=CC(=C(C=C1)N1C=NC(=C1)C)OC)=O ((E)-5-chloro-2-[3-methoxy-4-(4-methyl-1H-imidazol-1-yl)benzylidene]valeric acid ethyl ester). Isolated yield 44.8%. As a reaction SMILES: [CH3:1][O:2][C:3]1[CH:4]=[C:5]([CH:8]=[CH:9][C:10]=1[N:11]1[CH:15]=[C:14]([CH3:16])[N:13]=[CH:12]1)[CH:6]=O.[CH2:17]([O:19][C:20](=[O:34])[CH:21](P(OCC)(OCC)=O)[CH2:22][CH2:23][CH2:24][Cl:25])[CH3:18].O.[OH-].[Li+].O>C1COCC1.C(O)C.C(OCC)(=O)C>[CH2:17]([O:19][C:20](=[O:34])/[C:21](=[CH:6]/[C:5]1[CH:8]=[CH:9][C:10]([N:11]2[CH:15]=[C:14]([CH3:16])[N:13]=[CH:12]2)=[C:3]([O:2][CH3:1])[CH:4]=1)/[CH2:22][CH2:23][CH2:24][Cl:25])[CH3:18] |f:2.3.4|. Procedure details: To a solution of 3-methoxy-4-(4-methyl-1H-imidazol-1-yl)benzaldehyde (5 g) obtained in Example 1 in THF (60 mL) and ethanol (20 mL), 5-chloro-2-(diethoxyphosphoryl)valeric acid ethyl ester (7.6 g) and lithium hydroxide monohydrate (2.9 g) were added one by one, and the reaction solution was agitated at room temperature overnight. Water and ethyl acetate were added to the reaction solution after confirming disappearance of the starting materials, and the organic layer was partitioned. After the o... Reactants: CC1=CC=2N(C=C1)C=C(N2)C2=CC=C(C=C2)NC(=S)NC (7-methyl-2-[4-(3-methylthioureido)phenyl]imidazo[1,2-a]pyridine), BrBr (bromine). Solvent: C(Cl)(Cl)Cl (chloroform). Reaction conditions: temperature 82.5 celsius. Yields the product BrC1=C(N=C2N1C=CC(=C2)C)C2=CC1=C(N=C(S1)NC)C=C2 (6-(3-bromo-7-methyl imidazo[1,2-a]pyridin-2-yl)- 2-methylaminobenzothiazole). The yield is 15.0%. Reaction SMILES: [CH3:1][C:2]1[CH:7]=[CH:6][N:5]2[CH:8]=[C:9]([C:11]3[CH:16]=[CH:15][C:14]([NH:17][C:18]([NH:20][CH3:21])=[S:19])=[CH:13][CH:12]=3)[N:10]=[C:4]2[CH:3]=1.[Br:22]Br>C(Cl)(Cl)Cl>[Br:22][C:8]1[N:5]2[CH:6]=[CH:7][C:2]([CH3:1])=[CH:3][C:4]2=[N:10][C:9]=1[C:11]1[CH:12]=[CH:13][C:14]2[N:17]=[C:18]([NH:20][CH3:21])[S:19][C:15]=2[CH:16]=1. Reported procedure: To a solution of 7-methyl-2-[4-(3-methylthioureido)phenyl]imidazo[1,2-a]pyridine (9.0 g) in chloroform (300 ml) was added portionwise bromine (11.5 g) at ambient temperature and the mixture was refluxed for 6 hours under stirring. The reaction mixture was evaporated in vacuo. To the residue was added 5% hydrochloric acid (300 ml) and the mixture was heated at 80 to 85° C. for 5 hours. The reaction mixture was filtered and the filtrate was adjusted to pH 7.5 with 20% potassium carbonate. From the... The reactants are BrCC(=O)C=1C=CC2=C(CCO2)C1 (5-bromoacetyl-2,3-dihydro-1-benzofuran), ClC1=CC=C2C(=C(NC2=C1)C(=O)C=1N=CC=2CCCCC2C1)CC(=O)OC (Methyl [6—chloro-2-[(5,6,7,8-tetrahydroisoquinolin-3yl)carbonyl]-1H-indol-3-yl]acetate). Product: ClC1=CC=C2C(=C(NC2=C1)C(=O)C=1C=CC2=C(CCO2)C1)CC(=O)OC (Methyl [6—chloro-2-[(2,3-dihydro-1-benzofuran-5-yl)carbonyl]1H-indol-3-yl]acetate). As a reaction SMILES: Br[CH2:2][C:3]([C:5]1[CH:6]=[CH:7][C:8]2[O:12][CH2:11][CH2:10][C:9]=2[CH:13]=1)=[O:4].[Cl:14][C:15]1[CH:23]=[C:22]2[C:18]([C:19]([CH2:36][C:37]([O:39][CH3:40])=[O:38])=C(C(C3N=CC4CCCCC=4C=3)=O)[NH:21]2)=[CH:17][CH:16]=1>>[Cl:14][C:15]1[CH:23]=[C:22]2[C:18]([C:19]([CH2:36][C:37]([O:39][CH3:40])=[O:38])=[C:2]([C:3]([C:5]3[CH:6]=[CH:7][C:8]4[O:12][CH2:11][CH2:10][C:9]=4[CH:13]=3)=[O:4])[NH:21]2)=[CH:17][CH:16]=1. Procedure details: The title compound was prepared according to the procedure described in step 2 of Example 1 from 5-bromoacetyl-2,3-dihydro-1-benzofuran* and methyl trans-4-chloro-2-[(Phenylsulfonyl)amino]cinnamate (Example 1, step 1). The reactants are FC(C1=C(C=C(C=C1)C(F)(F)F)C1=CC(=C(N1C[C@@H]1OCCC1)C)C(=O)NC1C(C2(CCC1C2(C)C)C)OC(C)=O)(F)F (acetic acid 3-({5-(2,5-bis-trifluoromethyl-phenyl)-2-methyl-1-[(R)-1-(tetrahydro-furan-2-yl)methyl]-1H-pyrrole-3-carbonyl}-amino)-1,7,7-trimethyl-bicyclo[2.2.1]hept-2-yl ester), C(=O)([O-])[O-].[K+].[K+] (K2CO3). Run in CO (MeOH). Product: OC1C(C2CCC1(C2(C)C)C)NC(=O)C2=C(N(C(=C2)C2=C(C=CC(=C2)C(F)(F)F)C(F)(F)F)C[C@@H]2OCCC2)C (5-(2,5-Bis-trifluoromethyl-phenyl)-2-methyl-1-[(R)-1-(tetrahydro-furan-2-yl)methyl]-1H-pyrrole-3-carboxylic acid (3-hydroxy-4,7,7-trimethyl-bicyclo[2.2.1]hept-2-yl)-amide). Yield: 96.6%. As a reaction SMILES: [F:1][C:2]([F:43])([F:42])[C:3]1[CH:8]=[CH:7][C:6]([C:9]([F:12])([F:11])[F:10])=[CH:5][C:4]=1[C:13]1[N:17]([CH2:18][C@H:19]2[CH2:23][CH2:22][CH2:21][O:20]2)[C:16]([CH3:24])=[C:15]([C:25]([NH:27][CH:28]2[CH:33]3[C:34]([CH3:36])([CH3:35])[C:30]([CH3:37])([CH2:31][CH2:32]3)[CH:29]2[O:38]C(=O)C)=[O:26])[CH:14]=1.C([O-])([O-])=O.[K+].[K+]>CO>[OH:38][CH:29]1[C:30]2([CH3:37])[C:34]([CH3:36])([CH3:35])[CH:33]([CH2:32][CH2:31]2)[CH:28]1[NH:27][C:25]([C:15]1[CH:14]=[C:13]([C:4]2[CH:5]=[C:6]([C:9]([F:10])([F:11])[F:12])[CH:7]=[CH:8][C:3]=2[C:2]([F:43])([F:1])[F:42])[N:17]([CH2:18][C@H:19]2[CH2:23][CH2:22][CH2:21][O:20]2)[C:16]=1[CH3:24])=[O:26] |f:1.2.3|. Reported procedure: To a solution of acetic acid 3-({5-(2,5-bis-trifluoromethyl-phenyl)-2-methyl-1-[(R)-1-(tetrahydro-furan-2-yl)methyl]-1H-pyrrole-3-carbonyl}-amino)-1,7,7-trimethyl-bicyclo[2.2.1]hept-2-yl ester (60 mg) in MeOH (2 mL) was added 15 μL of a 1N K2CO3 solution. After 18 hours the reaction mixture was extracted with ethyl acetate and the organic phases were washed with brine, dried over sodium sulfate and filtered. Removal of the volatiles in vacuo and chromatography of the crude residue afforded the t... Reactants: CC(C)O, Clc1ncc(Cl)c(Cl)n1, Cl, NC(=O)c1ccccc1N. Product: NC(=O)c1ccccc1Nc1nc(Cl)ncc1Cl. As a reaction SMILES: [CH3:21][CH:22]([OH:23])[CH3:24].[Cl:11][c:12]1[n:13][cH:14][c:15]([Cl:19])[c:16]([Cl:18])[n:17]1.[ClH:20].[NH2:1][c:2]1[c:3]([C:4](=[O:5])[NH2:6])[cH:7][cH:8][cH:9][cH:10]1>>[NH:1]([c:2]1[c:3]([C:4](=[O:5])[NH2:6])[cH:7][cH:8][cH:9][cH:10]1)[c:16]1[c:15]([Cl:19])[cH:14][n:13][c:12]([Cl:11])[n:17]1. The reactants are [N+](=O)([O-])C=1N=CNC1 (4-nitroimidazole), IC1=CC(=C(C(=O)[O-])C=C1)C (4-iodo-methylbenzoate), C([O-])([O-])=O.[Cs+].[Cs+] (cesium carbonate). Reagents/catalysts: [O-]S(=O)(=O)C(F)(F)F.[Cu+] (copper (I) triflate). Solvent: CN(C)C=O (DMF). Conditions: temperature 100 celsius. The product is COC(C1=CC=C(C=C1)N1C=NC(=C1)[N+](=O)[O-])=O (4-(4-Nitro-imidazol-1-yl)-benzoic acid methyl ester). RXN SMILES: [N+:1]([C:4]1[N:5]=[CH:6][NH:7][CH:8]=1)([O-:3])=[O:2].I[C:10]1[CH:18]=[CH:17][C:13]([C:14]([O-:16])=[O:15])=[C:12](C)[CH:11]=1.[C:20](=O)([O-])[O-].[Cs+].[Cs+]>CN(C=O)C.[O-]S(C(F)(F)F)(=O)=O.[Cu+]>[CH3:20][O:16][C:14](=[O:15])[C:13]1[CH:17]=[CH:18][C:10]([N:7]2[CH:8]=[C:4]([N+:1]([O-:3])=[O:2])[N:5]=[CH:6]2)=[CH:11][CH:12]=1 |f:2.3.4,6.7|. Procedure: 4-nitroimidazole (1 equiv) was combined with 4-iodo-methylbenzoate (1.2 equiv), cesium carbonate (1.0 equiv), copper (I) triflate (0.05 equiv), in DMF and heated overnight at 100° C. The solid was filtered and washed with methylene chloride, the resultant solvent was concentrated, and residue purified by silica gel chromatography to provide the title compound: MS m/z 248.2 (M+1). Starting materials: CC#N, C=C(C)CC(O)(CCCl)c1ccccc1, [K+], [K+], CC(C)(C)OC(=O)N1CCCC(N)C1, O=C([O-])[O-]. Product: C=C(C)CC(O)(CCNC1CCCN(C(=O)OC(C)(C)C)C1)c1ccccc1. RXN SMILES: [CH3:36][C:37]#[N:38].[Cl:1][CH2:2][CH2:3][C:4]([CH2:5][C:6](=[CH2:7])[CH3:8])([OH:9])[c:10]1[cH:11][cH:12][cH:13][cH:14][cH:15]1.[K+:30].[K+:31].[NH2:16][CH:17]1[CH2:18][N:19]([C:23](=[O:24])[O:25][C:26]([CH3:27])([CH3:28])[CH3:29])[CH2:20][CH2:21][CH2:22]1.[O-:32][C:33]([O-:34])=[O:35]>>[CH2:2]([CH2:3][C:4]([CH2:5][C:6](=[CH2:7])[CH3:8])([OH:9])[c:10]1[cH:11][cH:12][cH:13][cH:14][cH:15]1)[NH:16][CH:17]1[CH2:18][N:19]([C:23](=[O:24])[O:25][C:26]([CH3:27])([CH3:28])[CH3:29])[CH2:20][CH2:21][CH2:22]1. Starting materials: FC=1C=C(N)C=CC1OCCOC (3-fluoro-4-(2-methoxyethoxy)aniline), N1=CC=CC=C1 (pyridine), ClC(=O)OC1=CC=CC=C1 (phenyl chloroformate). The solvent is CC(=O)C (acetone). Reaction conditions: time 1 hour. The product is FC=1C=C(C=CC1OCCOC)NC(OC1=CC=CC=C1)=O (phenyl 3-fluoro-4-(2-methoxyethoxy)phenylcarbamate). Isolated yield 81.9%. As a reaction SMILES: [F:1][C:2]1[CH:3]=[C:4]([CH:6]=[CH:7][C:8]=1[O:9][CH2:10][CH2:11][O:12][CH3:13])[NH2:5].N1C=CC=CC=1.Cl[C:21]([O:23][C:24]1[CH:29]=[CH:28][CH:27]=[CH:26][CH:25]=1)=[O:22]>CC(C)=O>[F:1][C:2]1[CH:3]=[C:4]([NH:5][C:21](=[O:22])[O:23][C:24]2[CH:29]=[CH:28][CH:27]=[CH:26][CH:25]=2)[CH:6]=[CH:7][C:8]=1[O:9][CH2:10][CH2:11][O:12][CH3:13]. Procedure: To a stirred solution of 3-fluoro-4-(2-methoxyethoxy)aniline (2.0 g, 10.8 mmol, 1.0 eq) in acetone (50 mL) was added pyridine (2.5 mL, 32.4 mol, 3.0 eq.) and phenyl chloroformate (1.36 mL, 10.8 mmol, 1.0 eq.) at 0° C. and stirred at RT for 1 h. The solvent was evaporated, the residue diluted with EtOAc (50 mL), washed with water (100 mL), brine (20 mL) and evaporated again. The resulting residue was purified by column chromatography using EtOAc/PE (1:4) as eluent to yield phenyl 3-fluoro-4-(2-me...